The task is: describe an organic reaction: reactants, conditions, products, and yield. This data is from the Open Reaction Database (ORD), a public repository of structured organic reaction records. The reactants are NC=1NC(C2=C(N1)N(C(S2)=S)[C@H]2[C@H]([C@H](OC(C1=CC=CC=C1)=O)[C@H](O2)COC(C2=CC=CC=C2)=O)F)=O (5-amino-3-(2-deoxy-2-fluoro-3,5-di-O-benzoyl-β-D-arabinofuranosyl)-7-oxothiazolo[4,5-d]pyrimidine-2(3H,6H)-thione), O([Na])C (NaOCH3). The solvent is CO (MeOH). Conditions: time 16 hour. Yields the product NC=1NC(C2=C(N1)N(C(S2)=S)[C@H]2[C@H]([C@H](O)[C@H](O2)CO)F)=O (5Amino-3-(2-deoxy-2-fluoro-β-D-arabinofuranosyl)-7-oxothiazolo[4,5-d]pyrimidine-2(3H,6H)-thione). Reaction SMILES: [NH2:1][C:2]1[NH:3][C:4](=[O:37])[C:5]2[S:10][C:9](=[S:11])[N:8]([C@@H:12]3[O:25][C@H:24]([CH2:26][O:27]C(=O)C4C=CC=CC=4)[C@@H:14]([O:15]C(=O)C4C=CC=CC=4)[C@@H:13]3[F:36])[C:6]=2[N:7]=1.O(C)[Na]>CO>[NH2:1][C:2]1[NH:3][C:4](=[O:37])[C:5]2[S:10][C:9](=[S:11])[N:8]([C@@H:12]3[O:25][C@H:24]([CH2:26][OH:27])[C@@H:14]([OH:15])[C@@H:13]3[F:36])[C:6]=2[N:7]=1. Procedure: A mixture of 5-amino-3-(2-deoxy-2-fluoro-3,5-di-O-benzoyl-β-D-arabinofuranosyl)-7-oxothiazolo[4,5-d]pyrimidine-2(3H,6H)-thione (0.18 g, 0.33 mmol), NaOCH3 (0.055 g) and anhydrous MeOH (60 mL) was stirred at room temperature for 16 h with the exclusion of moisture. The reaction mixture was neutralized with Amberlite IR-120(H+) ion-exchange resin. The resin was removed by filtration and the filtrate was evaporated to dryness. The residue was dissolved in MeOH (5 mL), adsorbed onto silica gel (5 g)... Starting materials: COC1=C(C=CC=C1)C1CC(C=2C(=CC=NC2C1)C)=O (7-(2-methoxyphenyl)-4-methyl-5,6,7,8-tetrahydroquinolin-5-one), C(=N)(N)NN.Cl (aminoguanidine hydrochloride), Cl (hydrochloric acid), O (water). The solvent is C(C)O (ethanol). Yields the product Cl.N(C(=N)N)N=C1C=2C(=CC=NC2CC(C1)C1=C(C=CC=C1)OC)C (5-guanidinoimino-7-(2-methoxyphenyl)-4-methyl-5,6,7,8-tetrahydroquinoline hydrochloride). Isolated yield 55.7%. As a reaction SMILES: [CH3:1][O:2][C:3]1[CH:8]=[CH:7][CH:6]=[CH:5][C:4]=1[CH:9]1[CH2:18][C:17]2[N:16]=[CH:15][CH:14]=[C:13]([CH3:19])[C:12]=2[C:11](=O)[CH2:10]1.[C:21]([NH:24][NH2:25])([NH2:23])=[NH:22].[ClH:26].Cl.O>C(O)C>[ClH:26].[NH:24]([N:25]=[C:11]1[CH2:10][CH:9]([C:4]2[CH:5]=[CH:6][CH:7]=[CH:8][C:3]=2[O:2][CH3:1])[CH2:18][C:17]2[N:16]=[CH:15][CH:14]=[C:13]([CH3:19])[C:12]1=2)[C:21]([NH2:23])=[NH:22] |f:1.2,6.7|. Procedure details: A mixture of 7-(2-methoxyphenyl)-4-methyl-5,6,7,8-tetrahydroquinolin-5-one (0.40 g), aminoguanidine hydrochloride (0.17 g), concentrated hydrochloric acid (0.22 ml), water (0.22 ml) and ethanol (40 ml) was refluxed for 6 hours. Under reduced pressure, the solvent was evaporated, and the residue was dissolved in water. The solution was washed with ethyl acetate and concentrated under reduced pressure. The residue was recrystallized from ethyl acetate-ethanol to give 5-guanidinoimino-7-(2-methoxyp...